From a dataset of the Open Reaction Database (ORD), a public repository of structured organic reaction records. describe an organic reaction: reactants, conditions, products, and yield Starting materials: BrC=1C=CC(=C(C#N)C1)OCCCC1=CC(=CC=C1)C (5-bromo-2-[3-(3-methylphenyl)propoxy]benzonitrile), C(C)(C)(C)OC(NC1(COC(OC1)(C)C)C#C)=O ((5-ethynyl-2,2-dimethyl-1,3-dioxan-5-yl)carbamic acid t-butyl ester), C1(CCCCC1)P(C1=C(C=CC=C1)C1=C(C=C(C=C1C(C)C)C(C)C)C(C)C)C1CCCCC1 (2-dicyclohexylphosphino-2′,4′,6′-triisopropylbiphenyl), C([O-])([O-])=O.[Cs+].[Cs+] (cesium carbonate). Reagents/catalysts: CC#N.CC#N.Cl[Pd]Cl (bis(acetonitrile)palladium(II) dichloride). Solvent: O (Water), C(C)#N (acetonitrile). Product: C(C)(C)(C)OC(NC1(COC(OC1)(C)C)C#CC1=CC(=C(C=C1)OCCCC1=CC(=CC=C1)C)C#N)=O ([5-(2-{3-cyano-4-[3-(3-methylphenyl)propoxy]phenyl}ethynyl)-2,2-dimethyl-1,3-dioxan-5-yl]carbamic acid t-butyl ester). Reaction SMILES: Br[C:2]1[CH:3]=[CH:4][C:5]([O:10][CH2:11][CH2:12][CH2:13][C:14]2[CH:19]=[CH:18][CH:17]=[C:16]([CH3:20])[CH:15]=2)=[C:6]([CH:9]=1)[C:7]#[N:8].[C:21]([O:25][C:26](=[O:38])[NH:27][C:28]1([C:36]#[CH:37])[CH2:33][O:32][C:31]([CH3:35])([CH3:34])[O:30][CH2:29]1)([CH3:24])([CH3:23])[CH3:22].C1(P(C2CCCCC2)C2C=CC=CC=2C2C(C(C)C)=CC(C(C)C)=CC=2C(C)C)CCCCC1.C(=O)([O-])[O-].[Cs+].[Cs+]>C(#N)C.CC#N.CC#N.Cl[Pd]Cl.O>[C:21]([O:25][C:26](=[O:38])[NH:27][C:28]1([C:36]#[C:37][C:2]2[CH:3]=[CH:4][C:5]([O:10][CH2:11][CH2:12][CH2:13][C:14]3[CH:19]=[CH:18][CH:17]=[C:16]([CH3:20])[CH:15]=3)=[C:6]([C:7]#[N:8])[CH:9]=2)[CH2:33][O:32][C:31]([CH3:35])([CH3:34])[O:30][CH2:29]1)([CH3:24])([CH3:23])[CH3:22] |f:3.4.5,7.8.9|. Reported procedure: Compound 208-1 (1.04 g), (5-ethynyl-2,2-dimethyl-1,3-dioxan-5-yl)carbamic acid t-butyl ester (0.885 g), 2-dicyclohexylphosphino-2′,4′,6′-triisopropylbiphenyl (0.093 g), bis(acetonitrile)palladium(II) dichloride (0.017 g), cesium carbonate (2.67 g) were stirred in acetonitrile (30 ml) at 90° C. for 7 hr. Water was added to the reaction mixture, and the mixture was extracted with ethyl acetate, washed with saturated brine, and dried over anhydrous sodium sulfate. The solvent was evaporated under r... As a reaction SMILES: [CH3:45][OH:46].[Cl:1][c:2]1[c:3]([C:9](=[O:10])[NH:11][CH:12]2[CH:13]([O:41][CH3:42])[CH2:14][N:15]([c:18]3[s:19][c:20]([C:36](=[O:37])[O:38][CH2:39][CH3:40])[c:21](-[c:23]4[n:24][cH:25][c:26]([N:29]5[CH2:30][CH2:31][N:32]([CH3:35])[CH2:33][CH2:34]5)[n:27][cH:28]4)[n:22]3)[CH2:16][CH2:17]2)[nH:4][c:5]([CH3:8])[c:6]1[Cl:7].[Na+:44].[OH-:43]>>[Cl:1][c:2]1[c:3]([C:9](=[O:10])[NH:11][CH:12]2[CH:13]([O:41][CH3:42])[CH2:14][N:15]([c:18]3[s:19][c:20]([C:36](=[O:37])[OH:38])[c:21](-[c:23]4[n:24][cH:25][c:26]([N:29]5[CH2:30][CH2:31][N:32]([CH3:35])[CH2:33][CH2:34]5)[n:27][cH:28]4)[n:22]3)[CH2:16][CH2:17]2)[nH:4][c:5]([CH3:8])[c:6]1[Cl:7]. Yields the product COC1CN(c2nc(-c3cnc(N4CCN(C)CC4)cn3)c(C(=O)O)s2)CCC1NC(=O)c1[nH]c(C)c(Cl)c1Cl. Reactants: CO, CCOC(=O)c1sc(N2CCC(NC(=O)c3[nH]c(C)c(Cl)c3Cl)C(OC)C2)nc1-c1cnc(N2CCN(C)CC2)cn1, [Na+], [OH-]. The product is O=C([O-])C(c1cccc(Br)n1)N1CCOCC1, [K+]. RXN SMILES: [Br:1][c:2]1[cH:3][cH:4][cH:5][c:6]([CH:8]([C:9](=[O:10])[O:11][CH3:12])[N:13]2[CH2:14][CH2:15][O:16][CH2:17][CH2:18]2)[n:7]1.[CH2:21]1[O:22][CH2:23][CH2:24][CH2:25]1.[CH3:26][OH:27].[K+:20].[OH-:19]>>[Br:1][c:2]1[cH:3][cH:4][cH:5][c:6]([CH:8]([C:9](=[O:10])[O-:11])[N:13]2[CH2:14][CH2:15][O:16][CH2:17][CH2:18]2)[n:7]1.[K+:20]. Reactants: COC(=O)C(c1cccc(Br)n1)N1CCOCC1, C1CCOC1, CO, [K+], [OH-]. Starting materials: CN(C=O)C (N,N-dimethylformamide), ClC1=CC(=C(C2=C1C=C(O2)CC)N2C(NC(=CC2=O)C(F)(F)F)=O)F (3-(4-chloro-2-ethyl-6-fluorobenzofuran-7-yl)-6-trifluoromethyluracil), [N+](=O)([O-])C1=C(ON)C=CC(=C1)[N+](=O)[O-] (2,4-dinitrophenoxyamine), C([O-])([O-])=O.[K+].[K+] (potassium carbonate). Run in O (water). The yield is 58.0%. Reported procedure: 80 ml of N,N-dimethylformamide was added to 3.4 g (9.0 mmol) of 3-(4-chloro-2-ethyl-6-fluorobenzofuran-7-yl)-6-trifluoromethyluracil, 2.7 g (14 mmol) of 2,4-dinitrophenoxyamine and 5.0 g (36 mmol) of potassium carbonate, followed by stirring at 60 to 70° C. for 1 hour. After completion of the reaction, the reaction solution was poured into water and extracted with ethyl acetate. The organic layer was washed sequentially with water and a saturated sodium chloride aqueous solution and then dried o... Reaction conditions: temperature 65 celsius, time 1 hour. The product is ClC1=CC(=C(C2=C1C=C(O2)CC)N2C(N(C(=CC2=O)C(F)(F)F)N)=O)F (3-(4-chloro-2-ethyl-6-fluorobenzofuran-7-yl)-1-amino-6-trifluoromethyluracil). Reaction SMILES: C[N:2](C)C=O.[Cl:6][C:7]1[C:12]2[CH:13]=[C:14]([CH2:16][CH3:17])[O:15][C:11]=2[C:10]([N:18]2[C:23](=[O:24])[CH:22]=[C:21]([C:25]([F:28])([F:27])[F:26])[NH:20][C:19]2=[O:29])=[C:9]([F:30])[CH:8]=1.[N+](C1C=C([N+]([O-])=O)C=CC=1ON)([O-])=O.C(=O)([O-])[O-].[K+].[K+]>O>[Cl:6][C:7]1[C:12]2[CH:13]=[C:14]([CH2:16][CH3:17])[O:15][C:11]=2[C:10]([N:18]2[C:23](=[O:24])[CH:22]=[C:21]([C:25]([F:28])([F:26])[F:27])[N:20]([NH2:2])[C:19]2=[O:29])=[C:9]([F:30])[CH:8]=1 |f:3.4.5|. Reactants: solution, C[Al](C)C (trimethylaluminum), Cl (HCl), N1=C(C=CC=C1)C1=C(C=CC=C1)S(=O)(=O)N (2-(2-pyridinyl)benzenesulfonamide), COC1=NC(=NC(=C1)OC)NC(OC)=O (methyl N-(4,6-dimethoxypyrimidin-2-yl)carbamate). Run in C1(=CC=CC=C1)C (toluene), C(Cl)Cl (methylene chloride). The product is COC1=NC(=NC(=C1)OC)NC(=O)NS(=O)(=O)C1=C(C=CC=C1)C1=NC=CC=C1 (N-[(4,6-dimethoxypyrimidin-2-yl)aminocarbonyl]-2-(2-pyridinyl)benzenesulfonamide). The yield is 42.3%. RXN SMILES: [N:1]1[CH:6]=[CH:5][CH:4]=[CH:3][C:2]=1[C:7]1[CH:12]=[CH:11][CH:10]=[CH:9][C:8]=1[S:13]([NH2:16])(=[O:15])=[O:14].[CH3:17][O:18][C:19]1[CH:24]=[C:23]([O:25][CH3:26])[N:22]=[C:21]([NH:27][C:28](=O)[O:29]C)[N:20]=1.C[Al](C)C.Cl>C(Cl)Cl.C1(C)C=CC=CC=1>[CH3:26][O:25][C:23]1[CH:24]=[C:19]([O:18][CH3:17])[N:20]=[C:21]([NH:27][C:28]([NH:16][S:13]([C:8]2[CH:9]=[CH:10][CH:11]=[CH:12][C:7]=2[C:2]2[CH:3]=[CH:4][CH:5]=[CH:6][N:1]=2)(=[O:14])=[O:15])=[O:29])[N:22]=1. Reported procedure: A solution of 1.2 g of the compound from Example 2 and 1.3 g of methyl N-(4,6-dimethoxypyrimidin-2-yl)carbamate in 50 ml of methylene chloride was stirred under nitrogen and 3.4 ml of a 2N solution of trimethylaluminum in toluene was added. After heating at reflux for 4 days, the solution was cooled to 0°, 3 ml of 2N HCl (aq.) was added, the mixture was partitioned between methylene chloride and water. The organic layer was concentrated and the residue was chromatographed on silica gel to afford... Reactants: O=C([O-])[O-], CCI, CCOC(C)=O, Cc1cc(C#N)cc(Oc2[nH]c(=O)[nH]c(=O)c2C(C)C)c1, [K+], [K+], CN(C)C=O. Product: CCn1c(Oc2cc(C)cc(C#N)c2)c(C(C)C)c(=O)[nH]c1=O. Reaction SMILES: [C:1](=[O:2])([O-:3])[O-:4].[CH2:28]([CH3:29])[I:30].[CH3:31][CH2:32][O:33][C:34](=[O:35])[CH3:36].[CH:7]([CH3:8])([CH3:9])[c:10]1[c:11]([O:18][c:19]2[cH:20][c:21]([C:22]#[N:23])[cH:24][c:25]([CH3:27])[cH:26]2)[nH:12][c:13](=[O:17])[nH:14][c:15]1=[O:16].[K+:5].[K+:6].[O:37]=[CH:38][N:39]([CH3:40])[CH3:41]>>[CH:7]([CH3:8])([CH3:9])[c:10]1[c:11]([O:18][c:19]2[cH:20][c:21]([C:22]#[N:23])[cH:24][c:25]([CH3:27])[cH:26]2)[n:12]([CH2:28][CH3:29])[c:13](=[O:17])[nH:14][c:15]1=[O:16]. The reactants are FC(C(=O)O)(F)F (Trifluoroacetic acid), O (water), C(C)(C)(C)OC(=O)N1[C@@H](CC1)COC=1C=C(C=NC1)C=1C=C(C=CC1)C[C@H](CC1=CC=CC=C1)O (1-[3-[5-[[1-(tert-butoxycarbonyl)-2(S)-azetidinyl]methoxy]-3-pyridyl]phenyl]-3-phenyl-2(S)-propanol). Solvent: C(Cl)Cl (CH2Cl2). Conditions: time 8 hour. The product is N1[C@@H](CC1)COC=1C=C(C=NC1)C=1C=C(C=CC1)C[C@H](CC1=CC=CC=C1)O (1-[3-[5-[(2(S)-Azetidinyl)methoxy]-3-pyridyl]phenyl]-3-phenyl-2(S)-propanol). Isolated yield 51.8%. RXN SMILES: FC(F)(F)C(O)=O.O.C(OC([N:16]1[CH2:19][CH2:18][C@H:17]1[CH2:20][O:21][C:22]1[CH:23]=[C:24]([C:28]2[CH:29]=[C:30]([CH2:34][C@@H:35]([OH:43])[CH2:36][C:37]3[CH:42]=[CH:41][CH:40]=[CH:39][CH:38]=3)[CH:31]=[CH:32][CH:33]=2)[CH:25]=[N:26][CH:27]=1)=O)(C)(C)C>C(Cl)Cl>[NH:16]1[CH2:19][CH2:18][C@H:17]1[CH2:20][O:21][C:22]1[CH:23]=[C:24]([C:28]2[CH:29]=[C:30]([CH2:34][C@@H:35]([OH:43])[CH2:36][C:37]3[CH:42]=[CH:41][CH:40]=[CH:39][CH:38]=3)[CH:31]=[CH:32][CH:33]=2)[CH:25]=[N:26][CH:27]=1. Reported procedure: Trifluoroacetic acid (1.6 mL) and water (0.16 mL) were added to CH2Cl2 (8.0 mL). This mixture was added to a sample of 1-[3-[5-[[1-(tert-butoxycarbonyl)-2(S)-azetidinyl]methoxy]-3-pyridyl]phenyl]-3-phenyl-2(S)-propanol (320 mg, 0.67 mmol) in a 25 mL round-bottom flask with magnetic stirrer under N2. After stirring at room temperature overnight, the solution was concentrated in vacuo, the residue was diluted with water, and the solution was basified with saturated aqueous NaHCO3 solution and extr...